This data is from the Open Reaction Database (ORD), a public repository of structured organic reaction records. The task is: describe an organic reaction: reactants, conditions, products, and yield Starting materials: Cl.NO (hydroxylamine hydrochloride), C(C)(=O)[O-].[Na+] (sodium acetate), ClC=1C=C(C=O)C=CC1Cl (3,4-dichlorobenzaldehyde). Solvent: O1CCCC1 (tetrahydrofuran), O (water), CCOCC (ether). Run at temperature 22 celsius, time 2 hour. The product is ClC=1C=C(C=NO)C=CC1Cl (3,4-dichlorobenzaldehyde oxime). The yield is 99.2%. As a reaction SMILES: Cl.[NH2:2][OH:3].C([O-])(=O)C.[Na+].[Cl:9][C:10]1[CH:11]=[C:12]([CH:15]=[CH:16][C:17]=1[Cl:18])[CH:13]=O>O.O1CCCC1.CCOCC>[Cl:9][C:10]1[CH:11]=[C:12]([CH:15]=[CH:16][C:17]=1[Cl:18])[CH:13]=[N:2][OH:3] |f:0.1,2.3|. Procedure: A solution of hydroxylamine hydrochloride (2.73 g, 39.3 mmol) in water (35 ml) was treated with sodium acetate (2.74 g, 33.4 mmol) followed by a solution of 3,4-dichlorobenzaldehyde (4.0 g, 22.8 mmol) in tetrahydrofuran (15 ml) and the resulting mixture was stirred at 22° C. for 2 h. The reaction mixture was then diluted with ether (250 ml), washed with water, brine and dried over anhydrous magnesium sulphate. Evaporation of the solvent gave 4.3 g of 3,4-dichlorobenzaldehyde oxime as a white sol...